Dataset: the Open Reaction Database (ORD), a public repository of structured organic reaction records. Task: describe an organic reaction: reactants, conditions, products, and yield Starting materials: CCOC(=O)CCCC1CCN(C(=O)OC(C)(C)C)CC1, CO, [Na+], [OH-]. Product: CC(C)(C)OC(=O)N1CCC(CCCC(=O)O)CC1. As a reaction SMILES: [C:3]([CH3:4])([CH3:5])([CH3:6])[O:7][C:8](=[O:9])[N:10]1[CH2:11][CH2:12][CH:13]([CH2:16][CH2:17][CH2:18][C:19](=[O:20])[O:21][CH2:22][CH3:23])[CH2:14][CH2:15]1.[CH3:24][OH:25].[Na+:2].[OH-:1]>>[C:3]([CH3:4])([CH3:5])([CH3:6])[O:7][C:8](=[O:9])[N:10]1[CH2:11][CH2:12][CH:13]([CH2:16][CH2:17][CH2:18][C:19](=[O:20])[OH:21])[CH2:14][CH2:15]1. The reactants are NC1=C(C=CC=C1)C(F)(F)F (2-aminobenzotrifluoride), C(=O)(OC(C)(C)C)N1CCC(CC1)=O (1-Boc-4-piperidone), [OH-].[Na+] (sodium hydroxide), C(#N)[BH3-].[Na+] (sodium cyanoborohydride). The reagents and catalysts are CC([O-])C.[Ti+4].CC([O-])C.CC([O-])C.CC([O-])C (Titanium isopropoxide). Run in C1CCOC1 (THF), C(C)(=O)OCC (ethyl acetate). Reaction conditions: time 4 hour. Yields the product C(C)(C)(C)OC(=O)N1CCC(CC1)NC1=C(C=CC=C1)C(F)(F)F (4-(2-trifluoromethylphenylamino)piperidine-1-carboxylic acid tert-butyl ester). Isolated yield 95.2%. As a reaction SMILES: [NH2:1][C:2]1[CH:7]=[CH:6][CH:5]=[CH:4][C:3]=1[C:8]([F:11])([F:10])[F:9].[C:12]([N:19]1[CH2:24][CH2:23][C:22](=O)[CH2:21][CH2:20]1)([O:14][C:15]([CH3:18])([CH3:17])[CH3:16])=[O:13].C([BH3-])#N.[Na+].[OH-].[Na+]>C1COCC1.C(OCC)(=O)C.CC(C)[O-].[Ti+4].CC(C)[O-].CC(C)[O-].CC(C)[O-]>[C:15]([O:14][C:12]([N:19]1[CH2:24][CH2:23][CH:22]([NH:1][C:2]2[CH:7]=[CH:6][CH:5]=[CH:4][C:3]=2[C:8]([F:9])([F:10])[F:11])[CH2:21][CH2:20]1)=[O:13])([CH3:18])([CH3:16])[CH3:17] |f:2.3,4.5,8.9.10.11.12|. Procedure: Titanium isopropoxide (2.5 mL, 8.46 mmol) was added to a solution of 2-aminobenzotrifluoride (0.6 mL, 4.82 mmol) and 1-Boc-4-piperidone (1.05 g, 5.26 mmol)) in THF (3 mL), the resulting mixture was stirred at ambient temperature for 4 hours, then sodium cyanoborohydride (0.800 g, 12.73 mmol) was added. The stirring was continued overnight. Aqueous sodium hydroxide (2.0 mL, 1.0 M) was added and the mixture was stirred for another 15 minutes. The reaction mixture was diluted with ethyl acetate (25...